This data is from the Open Reaction Database (ORD), a public repository of structured organic reaction records. The task is: describe an organic reaction: reactants, conditions, products, and yield Reactants: Cl (HCl), Cl.N[C@H](C(=O)N)CCCC1=CC(=CC=C1)C(=O)OC ((S)-2-amino-5-(3-carbomethoxyphenyl)-pentanamide HCl), CC=1C=C(C[C@H](NC(C(C2=CC=CC=C2)C2=CC=CC=C2)=O)C(=O)O)C=CC1 (3-methyl-N-(2,2-diphenylacetyl)-L-phenylalanine), O.ON1N=NC2=C1C=CC=C2 (1-hydroxybenzotriazole hydrate), CN1CCOCC1 (N-methylmorpholine), CN(CCCN=C=NCC)C (1-(3-dimethylaminopropyl)-3-ethylcarbodiimide). Procedure: To a solution of (S)-2-amino-5-(3-carbomethoxyphenyl)-pentanamide HCl (0.30 g, 0.80 mmol), of 3-methyl-N-(2,2-diphenylacetyl)-L-phenylalanine (0.23 g, 0.80 mmol), 1-hydroxybenzotriazole hydrate (0.135 g, 0.89 mmol) and N-methylmorpholine (0.35 ml, 3.2 mmol) in CH2Cl2 (25 mL) is added 1-(3-dimethylaminopropyl)-3-ethylcarbodiimide.HCl (0.23 g, 1.2 mmol) in one portion, and the mixture is stirred at room temperature for 16 hours. The solution is then washed with 1 N HCl (100 mL), saturated aqueous ... RXN SMILES: Cl.[NH2:2][C@@H:3]([CH2:7][CH2:8][CH2:9][C:10]1[CH:15]=[CH:14][CH:13]=[C:12]([C:16]([O:18][CH3:19])=[O:17])[CH:11]=1)[C:4]([NH2:6])=[O:5].[CH3:20][C:21]1[CH:22]=[C:23]([CH:45]=[CH:46][CH:47]=1)[CH2:24][C@@H:25]([C:42](O)=[O:43])[NH:26][C:27](=[O:41])[CH:28]([C:35]1[CH:40]=[CH:39][CH:38]=[CH:37][CH:36]=1)[C:29]1[CH:34]=[CH:33][CH:32]=[CH:31][CH:30]=1.O.ON1C2C=CC=CC=2N=N1.CN1CCOCC1.CN(C)CCCN=C=NCC.Cl>C(Cl)Cl>[CH3:19][O:18][C:16]([C:12]1[CH:11]=[C:10]([CH2:9][CH2:8][CH2:7][C@H:3]([NH:2][C:42](=[O:43])[C@H:25]([CH2:24][C:23]2[CH:45]=[CH:46][CH:47]=[C:21]([CH3:20])[CH:22]=2)[NH:26][C:27](=[O:41])[CH:28]([C:29]2[CH:34]=[CH:33][CH:32]=[CH:31][CH:30]=2)[C:35]2[CH:36]=[CH:37][CH:38]=[CH:39][CH:40]=2)[C:4]([NH2:6])=[O:5])[CH:15]=[CH:14][CH:13]=1)=[O:17] |f:0.1,3.4|. Product: COC(=O)C=1C=C(C=CC1)CCC[C@@H](C(=O)N)NC([C@@H](NC(C(C1=CC=CC=C1)C1=CC=CC=C1)=O)CC1=CC(=CC=C1)C)=O (N-[4-(3-methoxycarbonyl-phenyl)-1(S)-(aminocarbonyl)-butyl]-3-methyl-Nα-(2,2-diphenylacetyl)-L-phenylalaninamide). The solvent is C(Cl)Cl (CH2Cl2). Reactants: C(C)C12CC3(CC(CC(C1)C3)C2)C2=CC=CC=C2 (1-Ethyl-3-phenyl Adamantane), O (water). The reagents and catalysts are [O-2].[O-2].[O-2].[Cr+6] (chromiumtrioxide). The solvent is C(C)(=O)O (acetic acid), C(C)(=O)OC(C)=O (acetic anhydride). Run at temperature 4 celsius, time 24 hour. The product is C(C)C12CC3(CC(CC(C1)C3)(C2)C2=CC=CC=C2)O (1-Ethyl-3-hydroxy-5-phenyl Adamantane). Yield: 50.0%. Reaction SMILES: [CH2:1]([C:3]12[CH2:12][CH:7]3[CH2:8][CH:9]([CH2:11][C:5]([C:13]4[CH:18]=[CH:17][CH:16]=[CH:15][CH:14]=4)([CH2:6]3)[CH2:4]1)[CH2:10]2)[CH3:2].[OH2:19]>C(O)(=O)C.C(OC(=O)C)(=O)C.[O-2].[O-2].[O-2].[Cr+6]>[CH2:1]([C:3]12[CH2:4][C:5]3([C:13]4[CH:14]=[CH:15][CH:16]=[CH:17][CH:18]=4)[CH2:11][CH:9]([CH2:8][C:7]([OH:19])([CH2:6]3)[CH2:12]1)[CH2:10]2)[CH3:2] |f:4.5.6.7|. Procedure: To a solution of 0.03 mol of chromiumtrioxide, in 20 ml glacial acetic acid and 20 ml acetic anhydride, add 0.0095 mol of 1-ethyl-3-phenyl adamantane (II) at 0° C. and stir for 24 hours at 4° C. Pour the reaction mixture into water and extract with three portions of pentane. Wash the organic phase with saturated sodium chloride solution, dry over magnesium sulfate, filter and evaporate to dryness under vacuum. Hydrolize the residue with 20 ml of 2N NaOH and 50 ml of methanol. Remove the methanol...